From a dataset of the Open Reaction Database (ORD), a public repository of structured organic reaction records. describe an organic reaction: reactants, conditions, products, and yield Reactants: COCOc1cc(OC2CCCCO2)cc(C)c1C=O, CO, Cc1ccc(S(=O)(=O)[O-])cc1, c1cc[nH+]cc1. The product is COCOc1cc(O)cc(C)c1C=O. RXN SMILES: [CH3:1][O:2][CH2:3][O:4][c:5]1[c:6]([CH:7]=[O:8])[c:9]([CH3:20])[cH:10][c:11]([O:13][CH:14]2[CH2:15][CH2:16][CH2:17][CH2:18][O:19]2)[cH:12]1.[CH3:38][OH:39].[c:21]1([CH3:22])[cH:23][cH:24][c:25]([S:26]([O-:27])(=[O:28])=[O:29])[cH:30][cH:31]1.[nH+:32]1[cH:33][cH:34][cH:35][cH:36][cH:37]1>>[CH3:1][O:2][CH2:3][O:4][c:5]1[c:6]([CH:7]=[O:8])[c:9]([CH3:20])[cH:10][c:11]([OH:13])[cH:12]1. The reactants are OC(CC1=CC(=NC=C1)NC(OC(C)(C)C)=O)(C)C (tert-Butyl 4-(2-hydroxy-2-methylpropyl)pyridin-2-ylcarbamate), [H-].[Na+] (sodium hydride), FC1=CC=C(C2=CC=CC=C12)[N+](=O)[O-] (1-fluoro-4-nitronaphthalene). The solvent is CN(C)C=O (DMF), CN(C)C=O (DMF). Conditions: temperature 0 celsius, time 45 minute. Yields the product CC(CC1=CC(=NC=C1)NC(OC(C)(C)C)=O)(C)OC1=CC=C(C2=CC=CC=C12)[N+](=O)[O-] (tert-Butyl 4-(2-methyl-2-(4-nitronaphthalen-1-yloxy)propyl)pyridin-2-ylcarbamate). The yield is 16.4%. RXN SMILES: [OH:1][C:2]([CH3:19])([CH3:18])[CH2:3][C:4]1[CH:9]=[CH:8][N:7]=[C:6]([NH:10][C:11](=[O:17])[O:12][C:13]([CH3:16])([CH3:15])[CH3:14])[CH:5]=1.[H-].[Na+].F[C:23]1[C:32]2[C:27](=[CH:28][CH:29]=[CH:30][CH:31]=2)[C:26]([N+:33]([O-:35])=[O:34])=[CH:25][CH:24]=1>CN(C=O)C>[CH3:18][C:2]([O:1][C:23]1[C:32]2[C:27](=[CH:28][CH:29]=[CH:30][CH:31]=2)[C:26]([N+:33]([O-:35])=[O:34])=[CH:25][CH:24]=1)([CH3:19])[CH2:3][C:4]1[CH:9]=[CH:8][N:7]=[C:6]([NH:10][C:11](=[O:17])[O:12][C:13]([CH3:14])([CH3:16])[CH3:15])[CH:5]=1 |f:1.2|. Procedure: To a stirred solution of tert-butyl 4-(2-hydroxy-2-methylpropyl)pyridin-2-ylcarbamate (26) (292 mg, 1.10 mmol) in DMF (5.0 mL), at 0° C. under nitrogen, was added sodium hydride (132 mg, 3.29 mmol, 60 wt %). The resulting orange mixture was stirred at 0° C. for 45 min, and then a solution of 1-fluoro-4-nitronaphthalene (210 mg, 1.10 mmol) in DMF (5.0 mL) was added dropwise, over 2 min. The dark-brown mixture was stirred at 0° C. for 5 min, and then at RT. After 90 min, the reaction was quenched ... Reactants: CC(C)(C)OC(=O)Nc1cc(Cl)c(C(F)(F)F)cc1NC(=O)CC(=O)c1cccc(-n2ccnn2)c1, ClCCl, O=C(O)C(F)(F)F. Product: O=C1CC(c2cccc(-n3ccnn3)c2)=Nc2cc(Cl)c(C(F)(F)F)cc2N1. As a reaction SMILES: [C:1]([O:2][C:3](=[O:4])[NH:7][c:8]1[c:9]([NH:19][C:20]([CH2:21][C:22](=[O:5])[c:23]2[cH:24][c:25](-[n:29]3[n:30][n:31][cH:32][cH:33]3)[cH:26][cH:27][cH:28]2)=[O:35])[cH:10][c:11]([C:15]([F:16])([F:17])[F:18])[c:12]([Cl:14])[cH:13]1)([CH3:6])([CH3:34])[CH3:36].[Cl:44][CH2:45][Cl:46].[F:37][C:38]([F:39])([F:40])[C:41]([OH:42])=[O:43]>>[N:7]1=[C:22]([c:23]2[cH:24][c:25](-[n:29]3[n:30][n:31][cH:32][cH:33]3)[cH:26][cH:27][cH:28]2)[CH2:21][C:20](=[O:35])[NH:19][c:9]2[c:8]1[cH:13][c:12]([Cl:14])[c:11]([C:15]([F:16])([F:17])[F:18])[cH:10]2. The reactants are CN(C)C=O, O=C=Nc1ccc(F)cc1, N#Cc1cc2c(Oc3ccc(N)c(F)c3)ccnc2cc1OCC1CO1, O. Product: N#Cc1cc2c(Oc3ccc(NC(=O)Nc4ccc(F)cc4)c(F)c3)ccnc2cc1OCC1CO1. As a reaction SMILES: [CH3:1][N:2]([CH3:3])[CH:4]=[O:5].[F:6][c:7]1[cH:8][cH:9][c:10]([N:13]=[C:14]=[O:15])[cH:11][cH:12]1.[NH2:16][c:17]1[c:18]([F:41])[cH:19][c:20]([O:21][c:22]2[cH:23][cH:24][n:25][c:26]3[cH:27][c:28]([O:34][CH2:35][CH:36]4[O:37][CH2:38]4)[c:29]([C:32]#[N:33])[cH:30][c:31]23)[cH:39][cH:40]1.[OH2:42]>>[F:6][c:7]1[cH:8][cH:9][c:10]([NH:13][C:14](=[O:15])[NH:16][c:17]2[c:18]([F:41])[cH:19][c:20]([O:21][c:22]3[cH:23][cH:24][n:25][c:26]4[cH:27][c:28]([O:34][CH2:35][CH:36]5[O:37][CH2:38]5)[c:29]([C:32]#[N:33])[cH:30][c:31]34)[cH:39][cH:40]2)[cH:11][cH:12]1. Starting materials: ClC=1C(=C(C=CC1)[C@H]1[C@@H](N[C@H]([C@]1(C#N)C1=C(C=C(C=C1)Cl)F)CC(C)(C)C)C(=O)NC1=C(C=C(C(=O)O)C=C1)OC)F (4-((2R,3S,4R,5S)-3-(3-chloro-2-fluorophenyl)-4-(4-chloro-2-fluorophenyl)-4-cyano-5-neopentylpyrrolidine-2-carboxamido)-3-methoxybenzoic acid), CN1CCN(CC1)CCO (2-(4-methylpiperazin-1-yl)ethanol). Yields the product CN1CCN(CC1)CCOC(C1=CC(=C(C=C1)NC(=O)[C@@H]1N[C@H]([C@]([C@H]1C1=C(C(=CC=C1)Cl)F)(C#N)C1=C(C=C(C=C1)Cl)F)CC(C)(C)C)OC)=O (4-{[(2R,3S,4R,5S)-4-(4-chloro-2-fluoro-phenyl)-3-(3-chloro-2-fluoro-phenyl)-4-cyano-5-(2,2-dimethyl-propyl)-pyrrolidine-2-carbonyl]-amino}-3-methoxy-benzoic acid 2-(4-methyl-piperazin-1-yl)-ethyl ester). As a reaction SMILES: [Cl:1][C:2]1[C:3]([F:42])=[C:4]([C@@H:8]2[C@:12]([C:15]3[CH:20]=[CH:19][C:18]([Cl:21])=[CH:17][C:16]=3[F:22])([C:13]#[N:14])[C@H:11]([CH2:23][C:24]([CH3:27])([CH3:26])[CH3:25])[NH:10][C@H:9]2[C:28]([NH:30][C:31]2[CH:39]=[CH:38][C:34]([C:35]([OH:37])=[O:36])=[CH:33][C:32]=2[O:40][CH3:41])=[O:29])[CH:5]=[CH:6][CH:7]=1.[CH3:43][N:44]1[CH2:49][CH2:48][N:47]([CH2:50][CH2:51]O)[CH2:46][CH2:45]1>>[CH3:43][N:44]1[CH2:49][CH2:48][N:47]([CH2:50][CH2:51][O:36][C:35](=[O:37])[C:34]2[CH:38]=[CH:39][C:31]([NH:30][C:28]([C@H:9]3[C@H:8]([C:4]4[CH:5]=[CH:6][CH:7]=[C:2]([Cl:1])[C:3]=4[F:42])[C@:12]([C:15]4[CH:20]=[CH:19][C:18]([Cl:21])=[CH:17][C:16]=4[F:22])([C:13]#[N:14])[C@H:11]([CH2:23][C:24]([CH3:26])([CH3:27])[CH3:25])[NH:10]3)=[O:29])=[C:32]([O:40][CH3:41])[CH:33]=2)[CH2:46][CH2:45]1. Procedure details: In a manner similar to the method described in Example 14, 4-((2R,3S,4R,5S)-3-(3-chloro-2-fluorophenyl)-4-(4-chloro-2-fluorophenyl)-4-cyano-5-neopentylpyrrolidine-2-carboxamido)-3-methoxybenzoic acid (prepared as described in US20100152190A1) was reacted with 2-(4-methylpiperazin-1-yl)ethanol to give 4-{[(2R,3S,4R,5S)-4-(4-chloro-2-fluoro-phenyl)-3-(3-chloro-2-fluoro-phenyl)-4-cyano-5-(2,2-dimethyl-propyl)-pyrrolidine-2-carbonyl]-amino}-3-methoxy-benzoic acid 2-(4-methyl-piperazin-1-yl)-ethyl es... Reactants: CN1N=CC=C1[Sn](CCCC)(CCCC)CCCC (1-Methyl-5-tributylstannanyl-1H-pyrazole), BrC=1C=C(C2=C(C=CO2)C1)C=O (5-bromo-benzofuran-7-carboxaldehyde). Yields the product CN1N=CC=C1C=1C=C(C2=C(C=CO2)C1)C=O (5-(2-Methyl-2H-pyrazol-3-yl)-benzofuran-7-carbaldehyde). As a reaction SMILES: [CH3:1][N:2]1[C:6]([Sn](CCCC)(CCCC)CCCC)=[CH:5][CH:4]=[N:3]1.Br[C:21]1[CH:22]=[C:23]([CH:30]=[O:31])[C:24]2[O:28][CH:27]=[CH:26][C:25]=2[CH:29]=1>>[CH3:1][N:2]1[C:6]([C:21]2[CH:22]=[C:23]([CH:30]=[O:31])[C:24]3[O:28][CH:27]=[CH:26][C:25]=3[CH:29]=2)=[CH:5][CH:4]=[N:3]1. Procedure: From 1-Methyl-5-tributylstannanyl-1H-pyrazole (826 mg) and 5-bromo-benzofuran-7-carboxaldehyde (500 mg). The reactants are CC=1C=C(C=CC1)NC=1C2=C(N=CN1)C=NC(=N2)N2CCC(CC2)C(=O)O (4-[(3-Methylphenyl)amino]-6-(4-carboxy-1-piperidinyl)pyrimido[5,4-d]pyrimidine), F[B-](F)(F)F.N1(N=NC2=C1C=CC=C2)OC(=[N+](C)C)N(C)C (O-(benzotriazol-1-yl)-N,N,N',N'-tetramethyluronium tetrafluoroborate), CN (methylamine). The solvent is C(C)N(CC)CC (triethylamine). Product: CC=1C=C(C=CC1)NC=1C2=C(N=CN1)C=NC(=N2)N2CCC(CC2)C(=O)NC (4-[(3-Methylphenyl)amino]-6-[4-(N-methylamino)carbonyl-1-piperidinyl]-pyrimido[5,4-d]pyrimidine). RXN SMILES: [CH3:1][C:2]1[CH:3]=[C:4]([NH:8][C:9]2[C:10]3[N:18]=[C:17]([N:19]4[CH2:24][CH2:23][CH:22]([C:25](O)=[O:26])[CH2:21][CH2:20]4)[N:16]=[CH:15][C:11]=3[N:12]=[CH:13][N:14]=2)[CH:5]=[CH:6][CH:7]=1.F[B-](F)(F)F.[N:33]1(OC(N(C)C)=[N+](C)C)[C:37]2C=CC=CC=2N=N1.CN>C(N(CC)CC)C>[CH3:1][C:2]1[CH:3]=[C:4]([NH:8][C:9]2[C:10]3[N:18]=[C:17]([N:19]4[CH2:20][CH2:21][CH:22]([C:25]([NH:33][CH3:37])=[O:26])[CH2:23][CH2:24]4)[N:16]=[CH:15][C:11]=3[N:12]=[CH:13][N:14]=2)[CH:5]=[CH:6][CH:7]=1 |f:1.2|. Reported procedure: Prepared from compound 46 of Example 1 by reaction with O-(benzotriazol-1-yl)-N,N,N',N'-tetramethyluronium tetrafluoroborate, triethylamine and methylamine.